Task: describe an organic reaction: reactants, conditions, products, and yield. Dataset: the Open Reaction Database (ORD), a public repository of structured organic reaction records The reactants are ClC1=C(C(=O)O)C=CC=C1C (2-chloro-3-methylbenzoic acid), C(C(=O)Cl)(=O)Cl (oxalyl chloride). The reagents and catalysts are CN(C)C=O (DMF). Run in CCOC(=O)C (EtOAc). Run at time 1.5 hour. The product is ClC1=C(C(=O)Cl)C=CC=C1C (2-chloro-3-methylbenzoyl chloride). RXN SMILES: [Cl:1][C:2]1[C:10]([CH3:11])=[CH:9][CH:8]=[CH:7][C:3]=1[C:4](O)=[O:5].C(Cl)(=O)C([Cl:15])=O>CCOC(C)=O.CN(C=O)C>[Cl:1][C:2]1[C:10]([CH3:11])=[CH:9][CH:8]=[CH:7][C:3]=1[C:4]([Cl:15])=[O:5]. Procedure: To a suspension of 2-chloro-3-methylbenzoic acid (6.75 g, 39.39 mmol) [prepared as described above] in EtOAc were added a few drops of DMF and oxalyl chloride (5.1 ml, 1.5 eq.). After stirring the reaction mixture for 1.5 h, the solvent was removed in vacuo to give 2-chloro-3-methylbenzoyl chloride, which was used in the next step without further purification. Reactants: OC(c1cccc(F)c1)c1cccc(Cl)c1, O=C(OC1CN2CCC1CC2)n1ccnc1. Yields the product O=C(OC(c1cccc(F)c1)c1cccc(Cl)c1)OC1CN2CCC1CC2. RXN SMILES: [Cl:17][c:18]1[cH:19][c:20]([CH:24]([OH:25])[c:26]2[cH:27][c:28]([F:32])[cH:29][cH:30][cH:31]2)[cH:21][cH:22][cH:23]1.[N:1]12[CH2:2][CH:3]([O:9][C:10](=[O:11])[n:12]3[cH:13][cH:14][n:15][cH:16]3)[CH:4]([CH2:5][CH2:6]1)[CH2:7][CH2:8]2>>[N:1]12[CH2:2][CH:3]([O:9][C:10](=[O:11])[O:25][CH:24]([c:20]3[cH:19][c:18]([Cl:17])[cH:23][cH:22][cH:21]3)[c:26]3[cH:27][c:28]([F:32])[cH:29][cH:30][cH:31]3)[CH:4]([CH2:5][CH2:6]1)[CH2:7][CH2:8]2. Starting materials: CC(C)CCN, ClCCl, Fc1nc(F)c(F)c(F)c1F. Yields the product CC(C)CCNc1c(F)c(F)nc(F)c1F. RXN SMILES: [CH3:12][CH:13]([CH2:14][CH2:15][NH2:16])[CH3:17].[Cl:18][CH2:19][Cl:20].[F:1][c:2]1[n:3][c:4]([F:11])[c:5]([F:10])[c:6]([F:9])[c:7]1[F:8]>>[F:1][c:2]1[n:3][c:4]([F:11])[c:5]([F:10])[c:6]([NH:16][CH2:15][CH2:14][CH:13]([CH3:12])[CH3:17])[c:7]1[F:8]. Starting materials: CC(=O)Cl, CO, O=C(O)c1cccc([N+](=O)[O-])c1C(=O)O. Yields the product COC(=O)c1cccc([N+](=O)[O-])c1C(=O)O. As a reaction SMILES: [CH3:1][C:2](=[O:3])[Cl:4].[CH3:20][OH:21].[N+:5](=[O:6])([O-:7])[c:8]1[c:9]([C:17](=[O:18])[OH:19])[c:10]([C:11](=[O:12])[OH:13])[cH:14][cH:15][cH:16]1>>[CH3:1][O:12][C:11]([c:10]1[c:9]([C:17](=[O:18])[OH:19])[c:8]([N+:5](=[O:6])[O-:7])[cH:16][cH:15][cH:14]1)=[O:13]. Run at time 2 hour. Run in C1CCOC1 (THF). Product: COC(C(C)(NC(=O)C1=C(C2=CC=CC=C2C=C1)OCCC(C)C1=CC=CC=C1)C)=O (2-methyl-2-{[1-(3-phenyl-butoxy)-naphthalene-2-carbonyl]-amino}-propionic acid methyl ester). Starting materials: COC(C(C)(C)NC(=O)C1=C(C2=CC=CC=C2C=C1)O)=O (2-[(1-hydroxy-naphthalene-2-carbonyl)-amino]-2-methyl-propionic acid methyl ester), C1(=CC=CC=C1)C(CCO)C (3-phenyl-1-butanol), C1(=CC=CC=C1)P(C1=CC=CC=C1)C1=CC=CC=C1 (triphenyl phosphine), CC(C)OC(=O)/N=N/C(=O)OC(C)C (diisopropylazodicarboxylate), C1(=CC=CC=C1)P(C1=CC=CC=C1)C1=CC=CC=C1 (triphenylphosphine), CC(C)OC(=O)/N=N/C(=O)OC(C)C (diisopropylazodicarboxylate). Reported procedure: At 0° C. to a solution of 80 mg of 2-[(1-hydroxy-naphthalene-2-carbonyl)-amino]-2-methyl-propionic acid methyl ester, 42 mg 3-phenyl-1-butanol and 73 mg triphenyl phosphine in 3 ml of dry THF 56 mg of diisopropylazodicarboxylate were added. After 2 h and again after 4 h at room temperature 36 mg of triphenylphosphine and 25 mg of diisopropylazodicarboxylate were added. After additional 12 h the reaction was concentrated in vacuo and after chromatography on silica (ethyl acetate/heptane) 110 mg o... As a reaction SMILES: [CH3:1][O:2][C:3](=[O:21])[C:4]([NH:7][C:8]([C:10]1[CH:19]=[CH:18][C:17]2[C:12](=[CH:13][CH:14]=[CH:15][CH:16]=2)[C:11]=1[OH:20])=[O:9])([CH3:6])[CH3:5].[C:22]1([CH:28]([CH3:32])[CH2:29][CH2:30]O)[CH:27]=[CH:26][CH:25]=[CH:24][CH:23]=1.C1(P(C2C=CC=CC=2)C2C=CC=CC=2)C=CC=CC=1.CC(OC(/N=N/C(OC(C)C)=O)=O)C>C1COCC1>[CH3:1][O:2][C:3](=[O:21])[C:4]([CH3:6])([NH:7][C:8]([C:10]1[CH:19]=[CH:18][C:17]2[C:12](=[CH:13][CH:14]=[CH:15][CH:16]=2)[C:11]=1[O:20][CH2:30][CH2:29][CH:28]([C:22]1[CH:27]=[CH:26][CH:25]=[CH:24][CH:23]=1)[CH3:32])=[O:9])[CH3:5]. The reactants are 435, C(CCCCCCCCCCCCCCCCC)O (1-octadecanol), C(C(O)C)(=O)OCC (ethyl lactate). Reaction conditions: temperature 60 celsius. Product: C(C(O)C)(=O)OCCCCCCCCCCCCCCCC (cetyl lactate). The yield is 42.6%. RXN SMILES: [CH2:1]([OH:19])[CH2:2][CH2:3][CH2:4][CH2:5][CH2:6][CH2:7][CH2:8][CH2:9][CH2:10][CH2:11][CH2:12][CH2:13][CH2:14][CH2:15][CH2:16]CC.[C:20](OCC)(=[O:24])[CH:21]([CH3:23])[OH:22]>>[C:20]([O:19][CH2:1][CH2:2][CH2:3][CH2:4][CH2:5][CH2:6][CH2:7][CH2:8][CH2:9][CH2:10][CH2:11][CH2:12][CH2:13][CH2:14][CH2:15][CH3:16])(=[O:24])[CH:21]([CH3:23])[OH:22]. Procedure: A mixture of Novozym® 435 (2.43 g), molecular sieves (20.17 g), 1-octadecanol (4.04 g), and ethyl lactate (8.86 g) in a 150 mL beaker was maintained at 60° C. in a convection oven for 28 hours. Upon work-up, 2.0 g of cetyl lactate (40% yield) was obtained as a waxy white solid. The purity of the product was >98% as assessed by HPLC-RI. Starting materials: [Li]CCCC, C1CCOC1, Cn1ccnc1, CC[Si](Cl)(CC)CC, O=C(c1ccc(Cl)cc1)c1ccc2c(c1)c(-c1ccccc1)cc1nccn12, O. Product: Cn1cncc1C(O)(c1ccc(Cl)cc1)c1ccc2c(c1)c(-c1ccccc1)cc1nccn12. RXN SMILES: [CH2:1]([Li:2])[CH2:3][CH2:4][CH3:5].[CH2:48]1[O:49][CH2:50][CH2:51][CH2:52]1.[CH3:6][n:7]1[cH:8][n:9][cH:10][cH:11]1.[Cl:12][Si:13]([CH2:14][CH3:15])([CH2:16][CH3:17])[CH2:18][CH3:19].[Cl:20][c:21]1[cH:22][cH:23][c:24]([C:27](=[O:28])[c:29]2[cH:30][c:31]3[c:32](-[c:42]4[cH:43][cH:44][cH:45][cH:46][cH:47]4)[cH:33][c:34]4[n:35]([c:36]3[cH:37][cH:38]2)[cH:39][cH:40][n:41]4)[cH:25][cH:26]1.[OH2:53]>>[CH3:6][n:7]1[cH:8][n:9][cH:10][c:11]1[C:27]([c:24]1[cH:23][cH:22][c:21]([Cl:20])[cH:26][cH:25]1)([OH:28])[c:29]1[cH:30][c:31]2[c:32](-[c:42]3[cH:43][cH:44][cH:45][cH:46][cH:47]3)[cH:33][c:34]3[n:35]([c:36]2[cH:37][cH:38]1)[cH:39][cH:40][n:41]3. Reactants: ClC1=CC(=NC=2N1N=CC2)NC(C2=CC=C(C=C2)C(C)(C)O)=O (N-(7-chloropyrazolo[1,5-a]pyrimidin-5-yl)-4-(2-hydroxypropan-2-yl)benzamide), C(C)(=O)NC=1C=C(C=CC1)B(O)O (3-acetamidophenylboronic acid), ClC1=CC(=NC=2N1N=CC2)NC(C2=CC=C(C=C2)C(C)(C)O)=O (N-(7-chloropyrazolo[1,5-a]pyrimidin-5-yl)-4-(2-hydroxypropan-2-yl)benzamide). The reagents and catalysts are C1=CC=C(C=C1)P([C-]2C=CC=C2)C3=CC=CC=C3.C1=CC=C(C=C1)P([C-]2C=CC=C2)C3=CC=CC=C3.Cl[Pd]Cl.[Fe+2] (PdCl2(dppf)). Reaction conditions: temperature 110 celsius. Yields the product C(C)(=O)NC=1C=C(C=CC1)C1=CC(=NC=2N1N=CC2)NC(C2=CC=C(C=C2)C(C)(C)O)=O (N-(7-(3-acetamidophenyl)pyrazolo[1,5-a]pyrimidin-5-yl)-4-(2-hydroxypropan-2-yl)benzamide). The yield is 35.0%. As a reaction SMILES: Cl[C:2]1[N:7]2[N:8]=[CH:9][CH:10]=[C:6]2[N:5]=[C:4]([NH:11][C:12](=[O:23])[C:13]2[CH:18]=[CH:17][C:16]([C:19]([OH:22])([CH3:21])[CH3:20])=[CH:15][CH:14]=2)[CH:3]=1.[C:24]([NH:27][C:28]1[CH:29]=[C:30](B(O)O)[CH:31]=[CH:32][CH:33]=1)(=[O:26])[CH3:25]>C1C=CC(P(C2C=CC=CC=2)[C-]2C=CC=C2)=CC=1.C1C=CC(P(C2C=CC=CC=2)[C-]2C=CC=C2)=CC=1.Cl[Pd]Cl.[Fe+2]>[C:24]([NH:27][C:28]1[CH:33]=[C:32]([C:2]2[N:7]3[N:8]=[CH:9][CH:10]=[C:6]3[N:5]=[C:4]([NH:11][C:12](=[O:23])[C:13]3[CH:18]=[CH:17][C:16]([C:19]([OH:22])([CH3:21])[CH3:20])=[CH:15][CH:14]=3)[CH:3]=2)[CH:31]=[CH:30][CH:29]=1)(=[O:26])[CH3:25] |f:2.3.4.5|. Reported procedure: A mixture of N-(7-chloropyrazolo[1,5-a]pyrimidin-5-yl)-4-(2-hydroxypropan-2-yl)benzamide (2D, 50 mg, 1.0 equivalent), 3-acetamidophenylboronic acid (2.0 equivalents), and PdCl2(dppf) (0.08 equivalent) in 1:2 saturated NaHCO3/dioxane (0.15 M with respect to 2D) was heated at 110° C. for 15 minutes in the microwave. After cooling to room temperature, the crude mixture was filtered and the filtrate was purified by preparatory LC-MS to give the titled compound (35%) as a pink solid. 1H NMR (400 MHz,... Reactants: CS(=O)C1=CC=C(C=C1)N1C=NC2=C1C=C(C=C2)C2=NN=C(O2)S (5-[1-[4-(methylsulfinyl)phenyl]-1H-benzimidazol-6-yl]-1,3,4-oxadiazole-2-thiol), BrCC=1C=C(C#N)C=CC1 (3-(bromomethyl)benzonitrile). Product: CS(=O)C1=CC=C(C=C1)N1C=NC2=C1C=C(C=C2)C2=NN=C(O2)SCC=2C=C(C#N)C=CC2 (3-[[[5-[1-[4-(methylsulfinyl)phenyl]-1H-benzimidazol-6-yl]-1,3,4-oxadiazol-2-yl]thio]methyl]benzonitrile). Isolated yield 67.0%. RXN SMILES: [CH3:1][S:2]([C:4]1[CH:9]=[CH:8][C:7]([N:10]2[C:14]3[CH:15]=[C:16]([C:19]4[O:23][C:22]([SH:24])=[N:21][N:20]=4)[CH:17]=[CH:18][C:13]=3[N:12]=[CH:11]2)=[CH:6][CH:5]=1)=[O:3].Br[CH2:26][C:27]1[CH:28]=[C:29]([CH:32]=[CH:33][CH:34]=1)[C:30]#[N:31]>>[CH3:1][S:2]([C:4]1[CH:9]=[CH:8][C:7]([N:10]2[C:14]3[CH:15]=[C:16]([C:19]4[O:23][C:22]([S:24][CH2:26][C:27]5[CH:28]=[C:29]([CH:32]=[CH:33][CH:34]=5)[C:30]#[N:31])=[N:21][N:20]=4)[CH:17]=[CH:18][C:13]=3[N:12]=[CH:11]2)=[CH:6][CH:5]=1)=[O:3]. Procedure details: In the same manner as in Example 7 and using 5-[1-[4-(methylsulfinyl)phenyl]-1H-benzimidazol-6-yl]-1,3,4-oxadiazole-2-thiol instead of 5-(1H-indazol-5-yl)-1,3,4-oxadiazole-2-thiol and 3-(bromomethyl)benzonitrile instead of 3-(trifluoromethyl)benzyl chloride, the title compound (yield 67%) was obtained as colorless crystals.